This data is from the Open Reaction Database (ORD), a public repository of structured organic reaction records. The task is: describe an organic reaction: reactants, conditions, products, and yield The reactants are IC=1N=CN(C1)C1=NC(=CC(=N1)C1=CC=C(C=C1)C(F)(F)F)C (2-(4-iodo-imidazol-1-yl)-6-methyl-4-(4-trifluoromethyl-phenyl)-pyrimidine), C(C)(C)(C)NS(=O)(=O)C1=CC=C(C=C1)B(O)O (4-(tert.-butylsulfamoyl)-phenylboronic acid). Yields the product C(C)(C)(C)NS(=O)(=O)C1=CC=C(C=C1)C=1N=CN(C1)C1=NC(=CC(=N1)C)C1=CC=C(C=C1)C(F)(F)F (N-tert-Butyl-4-{1-[4-methyl-6-(4-trifluoromethyl-phenyl)-pyrimidin-2-yl]-1H-imidazol-4-yl}-benzenesulfonamide), solid. As a reaction SMILES: I[C:2]1[N:3]=[CH:4][N:5]([C:7]2[N:12]=[C:11]([C:13]3[CH:18]=[CH:17][C:16]([C:19]([F:22])([F:21])[F:20])=[CH:15][CH:14]=3)[CH:10]=[C:9]([CH3:23])[N:8]=2)[CH:6]=1.[C:24]([NH:28][S:29]([C:32]1[CH:37]=[CH:36][C:35](B(O)O)=[CH:34][CH:33]=1)(=[O:31])=[O:30])([CH3:27])([CH3:26])[CH3:25]>>[C:24]([NH:28][S:29]([C:32]1[CH:37]=[CH:36][C:35]([C:2]2[N:3]=[CH:4][N:5]([C:7]3[N:8]=[C:9]([CH3:23])[CH:10]=[C:11]([C:13]4[CH:18]=[CH:17][C:16]([C:19]([F:22])([F:21])[F:20])=[CH:15][CH:14]=4)[N:12]=3)[CH:6]=2)=[CH:34][CH:33]=1)(=[O:31])=[O:30])([CH3:27])([CH3:25])[CH3:26]. Procedure details: N-tert-Butyl-4-{1-[4-methyl-6-(4-trifluoromethyl-phenyl)-pyrimidin-2-yl]-1H-imidazol-4-yl}-benzenesulfonamide was prepared from 2-(4-iodo-imidazol-1-yl)-6-methyl-4-(4-trifluoromethyl-phenyl)-pyrimidine (example E.71) (0.43 g, 1.0 mmol) and commercially available 4-(tert.-butylsulfamoyl)-phenylboronic acid (0.39 g, 1.5 mmol) according to the general procedure VI. Obtained as a light brown solid (0.2 g) which was subsequently deprotected. Reactants: [I-].NC1=[N+](C(=CC(=N1)Cl)C)C (2-amino-4-chloro-1,6-dimethylpyrimidinium iodide), C1(=CC=CC=C1)C1CCNCC1 (4-phenylpiperidine). Run in C(C)O (ethanol). The product is [I-].NC1=[N+](C(=CC(=N1)N1CCC(CC1)C1=CC=CC=C1)C)C (2-amino-1,6-dimethyl-4-(4-phenylpiperidino)pyrimidinium iodide). Isolated yield 50.0%. RXN SMILES: [I-:1].[NH2:2][C:3]1[N:8]=[C:7](Cl)[CH:6]=[C:5]([CH3:10])[N+:4]=1[CH3:11].[C:12]1([CH:18]2[CH2:23][CH2:22][NH:21][CH2:20][CH2:19]2)[CH:17]=[CH:16][CH:15]=[CH:14][CH:13]=1>C(O)C>[I-:1].[NH2:2][C:3]1[N:8]=[C:7]([N:21]2[CH2:22][CH2:23][CH:18]([C:12]3[CH:17]=[CH:16][CH:15]=[CH:14][CH:13]=3)[CH2:19][CH2:20]2)[CH:6]=[C:5]([CH3:10])[N+:4]=1[CH3:11] |f:0.1,4.5|. Reported procedure: A mixture of 2-amino-4-chloro-1,6-dimethylpyrimidinium iodide (0.571 g; 2 mM; described in Indian Research, 1976, 21 p. 96) and 4-phenylpiperidine (0.644 g; 4 mM) in ethanol (30 ml) was heated under reflux for 15 hours. The solvent was removed in vacuo and the residue was triturated with ether. The solid was removed by filtration and recrystallised from a mixture of methanol and ether to give 2-amino-1,6-dimethyl-4-(4-phenylpiperidino)pyrimidinium iodide as a solid (0.41 g, 50% yield), m.p. 248°... Starting materials: Cn1ccnc1Br, C1COCCO1, CN1C(=O)NCC1C(=O)OC(C)(C)C, CN(C)C1CCCCC1N, ClCCl, [Cu]I, [K+], [K+], [K+], O=P([O-])([O-])[O-]. Yields the product CN1C(=O)N(c2nccn2C)CC1C(=O)OC(C)(C)C. RXN SMILES: [Br:15][c:16]1[n:17]([CH3:21])[cH:18][cH:19][n:20]1.[CH2:40]1[O:41][CH2:42][CH2:43][O:44][CH2:45]1.[CH3:1][N:2]1[C:3](=[O:14])[NH:4][CH2:5][CH:6]1[C:7](=[O:8])[O:9][C:10]([CH3:11])([CH3:12])[CH3:13].[CH3:30][N:31]([CH3:32])[CH:33]1[CH2:34][CH2:35][CH2:36][CH2:37][CH:38]1[NH2:39].[Cl:46][CH2:47][Cl:48].[Cu:49][I:50].[K+:27].[K+:28].[K+:29].[P:22]([O-:23])([O-:24])([O-:25])=[O:26]>>[CH3:1][N:2]1[C:3](=[O:14])[N:4]([c:16]2[n:17]([CH3:21])[cH:18][cH:19][n:20]2)[CH2:5][CH:6]1[C:7](=[O:8])[O:9][C:10]([CH3:11])([CH3:12])[CH3:13]. The reactants are Cl.C1(CC1)COC1=C(C=C(C(=C1)F)OC)C1=C2C(=NC=C1)C(=C(N2)C)C(=O)N[C@@H]2CNC[C@H]2O (7-[2-(cyclopropylmethoxy)-4-fluoro-5-methoxyphenyl]-N-[(3R*,4R*)-4-hydroxypyrrolidin-3-yl]-2-methyl-1H-pyrrolo[3,2-b]pyridine-3-carboxamide hydrochloride), COCC(=O)Cl (methoxy-acetyl chloride). Product: C1(CC1)COC1=C(C=C(C(=C1)F)OC)C1=C2C(=NC=C1)C(=C(N2)C)C(=O)N[C@@H]2CN(C[C@H]2O)C(COC)=O (7-[2-(Cyclopropylmethoxy)-4-fluoro-5-methoxyphenyl]-N-[(3R*,4R*)-4-hydroxy-1-(methoxyacetyl)pyrrolidin-3-yl]-2-methyl-1H-pyrrolo[3,2-b]pyridine-3-carboxamide). Reaction SMILES: Cl.[CH:2]1([CH2:5][O:6][C:7]2[CH:12]=[C:11]([F:13])[C:10]([O:14][CH3:15])=[CH:9][C:8]=2[C:16]2[CH:21]=[CH:20][N:19]=[C:18]3[C:22]([C:26]([NH:28][C@H:29]4[C@H:33]([OH:34])[CH2:32][NH:31][CH2:30]4)=[O:27])=[C:23]([CH3:25])[NH:24][C:17]=23)[CH2:4][CH2:3]1.[CH3:35][O:36][CH2:37][C:38](Cl)=[O:39]>>[CH:2]1([CH2:5][O:6][C:7]2[CH:12]=[C:11]([F:13])[C:10]([O:14][CH3:15])=[CH:9][C:8]=2[C:16]2[CH:21]=[CH:20][N:19]=[C:18]3[C:22]([C:26]([NH:28][C@H:29]4[C@H:33]([OH:34])[CH2:32][N:31]([C:38](=[O:39])[CH2:37][O:36][CH3:35])[CH2:30]4)=[O:27])=[C:23]([CH3:25])[NH:24][C:17]=23)[CH2:4][CH2:3]1 |f:0.1|. Procedure: Starting from 7-[2-(cyclopropylmethoxy)-4-fluoro-5-methoxyphenyl]-N-[(3R*,4R*)-4-hydroxypyrrolidin-3-yl]-2-methyl-1H-pyrrolo[3,2-b]pyridine-3-carboxamide hydrochloride (example D.f24) and commercially available methoxy-acetyl chloride the title compound is obtained as colorless solid. Run in C1CCOC1 (THF). Procedure details: Dissolve 2-(4-methoxyphenoxy)tetrahydro-2H-pyran (20 g, 96 mmol, Preparation 27) in 200 mL anhydrous THF at 0° C. under nitrogen atmosphere. Add n-butyl lithium (n-BuLi) (78 mL, 1.6 M in hexanes, 125 mmol) dropwise via an additional funnel. Stir the resulting mixture at 0° C. for 3 hours. Add CH3I (7.8 mL, 125 mmol) in one batch. After 10 minutes add water. Rotary evaporate off volatiles, extract residue with Et2O and dry to give 21.3 g (100%) of 2-(4-methoxy-2-methyl-phenoxy)tetrahydro-2H-pyran... Isolated yield 99.8%. Conditions: temperature 0 celsius, time 3 hour. Starting materials: O (water), COC1=CC=C(OC2OCCCC2)C=C1 (2-(4-methoxyphenoxy)tetrahydro-2H-pyran), CI (CH3I), C(CCC)[Li] (n-butyl lithium). As a reaction SMILES: [CH3:1][O:2][C:3]1[CH:15]=[CH:14][C:6]([O:7][CH:8]2[CH2:13][CH2:12][CH2:11][CH2:10][O:9]2)=[CH:5][CH:4]=1.[CH2:16]([Li])CCC.CI.O>C1COCC1>[CH3:1][O:2][C:3]1[CH:15]=[CH:14][C:6]([O:7][CH:8]2[CH2:13][CH2:12][CH2:11][CH2:10][O:9]2)=[C:5]([CH3:16])[CH:4]=1. Product: COC1=CC(=C(OC2OCCCC2)C=C1)C (2-(4-methoxy-2-methyl-phenoxy)tetrahydro-2H-pyran). The reactants are NC1=C(N(C2=CC(=CC=C12)Cl)C(=O)OCC)C(C1=CC(=CC=C1)Br)=O (Ethyl 3-amino-2-(3-bromobenzoyl)-6-chloro-1H-indole-1-carboxylate), CS(=O)(=O)Cl (methanesulfonyl chloride). Product: BrC=1C=C(C(=O)C=2NC3=CC(=CC=C3C2NS(=O)(=O)C)Cl)C=CC1 (N-[2-(3-Bromobenzoyl)-6chloro-1H-indol-3-yl]methanesulfonamide). As a reaction SMILES: [NH2:1][C:2]1[C:10]2[C:5](=[CH:6][C:7]([Cl:11])=[CH:8][CH:9]=2)[N:4](C(OCC)=O)[C:3]=1[C:17](=[O:25])[C:18]1[CH:23]=[CH:22][CH:21]=[C:20]([Br:24])[CH:19]=1.[CH3:26][S:27](Cl)(=[O:29])=[O:28]>>[Br:24][C:20]1[CH:19]=[C:18]([CH:23]=[CH:22][CH:21]=1)[C:17]([C:3]1[NH:4][C:5]2[C:10]([C:2]=1[NH:1][S:27]([CH3:26])(=[O:29])=[O:28])=[CH:9][CH:8]=[C:7]([Cl:11])[CH:6]=2)=[O:25]. Procedure: The title compound was prepared according to the procedure described in Example 38 from ethyl 3-amino-2-(3-bromobenzoyl)-6-chloro-1H-indole-1-carboxylate (step 1) and methanesulfonyl chloride. The reactants are CC[SiH](CC)CC, ClCCl, Oc1ccc2c(c1)C(O)CC(c1ccc(F)cc1)O2, O=C(O)C(F)(F)F. Yields the product Oc1ccc2c(c1)CCC(c1ccc(F)cc1)O2. As a reaction SMILES: [CH2:1]([SiH:2]([CH2:3][CH3:4])[CH2:5][CH3:6])[CH3:7].[Cl:34][CH2:35][Cl:36].[F:8][c:9]1[cH:10][cH:11][c:12]([CH:15]2[O:16][c:17]3[cH:18][cH:19][c:20]([OH:26])[cH:21][c:22]3[CH:23]([OH:25])[CH2:24]2)[cH:13][cH:14]1.[OH:27][C:28]([C:29]([F:30])([F:31])[F:32])=[O:33]>>[F:8][c:9]1[cH:10][cH:11][c:12]([CH:15]2[O:16][c:17]3[cH:18][cH:19][c:20]([OH:26])[cH:21][c:22]3[CH2:23][CH2:24]2)[cH:13][cH:14]1.